From a dataset of the Open Reaction Database (ORD), a public repository of structured organic reaction records. describe an organic reaction: reactants, conditions, products, and yield The reactants are CC(C)(C)[Si](C)(C)Cl, CN(C)C=O, O, CC1(C)OC(=O)C(CCO)O1, c1c[nH]cn1. Product: CC1(C)OC(=O)C(CCO[Si](C)(C)C(C)(C)C)O1. As a reaction SMILES: [C:17]([CH3:18])([CH3:19])([CH3:20])[Si:21]([Cl:22])([CH3:23])[CH3:24].[CH3:26][N:27]([CH3:28])[CH:29]=[O:30].[OH2:25].[OH:1][CH2:2][CH2:3][CH:4]1[C:5](=[O:11])[O:6][C:7]([CH3:9])([CH3:10])[O:8]1.[nH:12]1[cH:13][cH:14][n:15][cH:16]1>>[O:1]([CH2:2][CH2:3][CH:4]1[C:5](=[O:11])[O:6][C:7]([CH3:9])([CH3:10])[O:8]1)[Si:21]([C:17]([CH3:18])([CH3:19])[CH3:20])([CH3:23])[CH3:24]. Product: COC(=O)c1cc(OC)c(OC)cc1N. Reaction SMILES: [CH3:1][O:2][c:3]1[cH:4][c:5]([C:6](=[O:7])[O:8][CH3:9])[c:10]([N+:15]([O-:16])=[O:17])[cH:11][c:12]1[O:13][CH3:14].[O:18]1[CH2:19][CH2:20][CH2:21][CH2:22]1>>[CH3:1][O:2][c:3]1[cH:4][c:5]([C:6](=[O:7])[O:8][CH3:9])[c:10]([NH2:15])[cH:11][c:12]1[O:13][CH3:14]. Reactants: COC(=O)c1cc(OC)c(OC)cc1[N+](=O)[O-], C1CCOC1. Reactants: C1CNCCN1, CS(C)=O, CCCCN(CCCC)c1nc(Cl)nc2c(SC)ncnc12. Product: CCCCN(CCCC)c1nc(N2CCNCC2)nc2c(SC)ncnc12. As a reaction SMILES: [CH2:23]1[CH2:24][NH:25][CH2:26][CH2:27][NH:28]1.[CH3:29][S:30]([CH3:31])=[O:32].[Cl:1][c:2]1[n:3][c:4]([N:14]([CH2:15][CH2:16][CH2:17][CH3:18])[CH2:19][CH2:20][CH2:21][CH3:22])[c:5]2[c:6]([n:7]1)[c:8]([S:12][CH3:13])[n:9][cH:10][n:11]2>>[c:2]1([N:25]2[CH2:24][CH2:23][NH:28][CH2:27][CH2:26]2)[n:3][c:4]([N:14]([CH2:15][CH2:16][CH2:17][CH3:18])[CH2:19][CH2:20][CH2:21][CH3:22])[c:5]2[c:6]([n:7]1)[c:8]([S:12][CH3:13])[n:9][cH:10][n:11]2. The reactants are CCOC(=O)c1noc2c1CN(C(C)=O)CC2, CCO, Cl, O. The product is CCOC(=O)c1noc2c1CNCC2, Cl. As a reaction SMILES: [CH2:1]([CH3:2])[O:3][C:4](=[O:5])[c:6]1[n:7][o:8][c:9]2[c:10]1[CH2:11][N:12]([C:15](=[O:16])[CH3:17])[CH2:13][CH2:14]2.[CH3:19][CH2:20][OH:21].[ClH:18].[OH2:22]>>[CH2:1]([CH3:2])[O:3][C:4](=[O:5])[c:6]1[n:7][o:8][c:9]2[c:10]1[CH2:11][NH:12][CH2:13][CH2:14]2.[ClH:18]. The reactants are CC1=NOC(=C1CN1N=CC(=C1)N)C (1-((3,5-dimethylisoxazol-4-yl)methyl)-1H-pyrazol-4-amine), C(CC1=CC=CC=C1)N=C=O (phenethyl isocyanate). The product is CC1=NOC(=C1CN1N=CC(=C1)NC(=O)NCCC1=CC=CC=C1)C (1-(1-((3,5-dimethylisoxazol-4-yl)methyl)-1H-pyrazol-4-yl)-3-phenethylurea). Isolated yield 29.0%. As a reaction SMILES: [CH3:1][C:2]1[C:6]([CH2:7][N:8]2[CH:12]=[C:11]([NH2:13])[CH:10]=[N:9]2)=[C:5]([CH3:14])[O:4][N:3]=1.[CH2:15]([N:23]=[C:24]=[O:25])[CH2:16][C:17]1[CH:22]=[CH:21][CH:20]=[CH:19][CH:18]=1>>[CH3:1][C:2]1[C:6]([CH2:7][N:8]2[CH:12]=[C:11]([NH:13][C:24]([NH:23][CH2:15][CH2:16][C:17]3[CH:22]=[CH:21][CH:20]=[CH:19][CH:18]=3)=[O:25])[CH:10]=[N:9]2)=[C:5]([CH3:14])[O:4][N:3]=1. Procedure details: Prepared as in example 9-6b from 1-((3,5-dimethylisoxazol-4-yl)methyl)-1H-pyrazol-4-amine and phenethyl isocyanate. Yield: 29%. 1H NMR (DMSO-d6, 400 MHz): δ2.10 (s, 3H), 2.36 (s, 3H), 2.69 (t, J=7.2 Hz, 2H), 3.25 (q, J=7.4 Hz, 2H), 5.02 (s, 2H), 6.00 (t, J=5.8 Hz, 1H), 7.16-7.30 (m, 6H), 7.68 (s, 1H), 8.13 (s, 1H). LC/MS; [M+H] calculated for C18H21N5O2; expected 340.17; found 340.20. Starting materials: COC1=C(C(=O)OC)C(=CC=C1)\C=C\1/N=C(OC1=O)C1=CC=CC=C1 ((Z)-methyl 2-methoxy-6-((5-oxo-2-phenyloxazol-4(5H)-ylidene)methyl)benzoate), [OH-].[K+] (KOH). Solvent: CO (MeOH). The product is COC=1C=CC=C2C=C(NC(C12)=O)C(=O)OC (methyl 8-methoxy-1-oxo-1,2-dihydroisoquinoline-3-carboxylate). The yield is 34.4%. RXN SMILES: [CH3:1][O:2][C:3]1[CH:12]=[CH:11][CH:10]=[C:9](/[CH:13]=[C:14]2\[N:15]=[C:16](C3C=CC=CC=3)[O:17][C:18]\2=[O:19])[C:4]=1[C:5](OC)=[O:6].[OH-].[K+]>CO>[CH3:1][O:2][C:3]1[CH:12]=[CH:11][CH:10]=[C:9]2[C:4]=1[C:5](=[O:6])[NH:15][C:14]([C:18]([O:17][CH3:16])=[O:19])=[CH:13]2 |f:1.2|. Reported procedure: To a solution of (Z)-methyl 2-methoxy-6-((5-oxo-2-phenyloxazol-4(5H)-ylidene)methyl)benzoate (4.2 g, 12.45 mmol) in MeOH (50 mL) was added KOH (2.1 g, 37.35 mmol). The reaction mixture was heated to reflux for 1 hour. The solvent was subsequently removed and the residue was partitioned between water (30 mL) and EtOAc (20 mL). The aqueous layer was extracted with EtOAc (3×20 mL). The organic layers were combined, concentrated in vacuo, adjusted to pH=3 with a 4M solution of HCl in MeOH, and conce...